Dataset: the Open Reaction Database (ORD), a public repository of structured organic reaction records. Task: describe an organic reaction: reactants, conditions, products, and yield Starting materials: ClC=1C=C(C=CC1OC)CNC=1C2=C(C(=NN1)N1C=NC(=C1)C(=O)NC)C=NC1=C2C=NN1CC (1-[9-[[(3-Chloro-4-methoxyphenyl)methyl]amino]-3-ethyl-3H-pyrazolo[4′,3′:5,6]pyrido[3,4-d]pyridazin-6-yl]-N-methyl-1H-imidazole-4-carboxamide). The solvent is C(C)O (ethanol), O (water). Yields the product Cl.ClC=1C=C(C=CC1OC)CNC=1C2=C(C(=NN1)N1C=NC(=C1)C(=O)NC)C=NC1=C2C=NN1CC (1-[9-[[(3-Chloro-4-methoxyphenyl)methyl]amino]-3-ethyl-3H-pyrazolo[4′,3′:5,6]pyrido[3,4-d]pyridazin-6-yl]-N-methyl-1H-imidazole-4-carboxamide, hydrochloride). Yield: 194.7%. RXN SMILES: [Cl:1][C:2]1[CH:3]=[C:4]([CH2:10][NH:11][C:12]2[C:13]3[C:30]4[CH:31]=[N:32][N:33]([CH2:34][CH3:35])[C:29]=4[N:28]=[CH:27][C:14]=3[C:15]([N:18]3[CH:22]=[C:21]([C:23]([NH:25][CH3:26])=[O:24])[N:20]=[CH:19]3)=[N:16][N:17]=2)[CH:5]=[CH:6][C:7]=1[O:8][CH3:9]>C(O)C.O>[ClH:1].[Cl:1][C:2]1[CH:3]=[C:4]([CH2:10][NH:11][C:12]2[C:13]3[C:30]4[CH:31]=[N:32][N:33]([CH2:34][CH3:35])[C:29]=4[N:28]=[CH:27][C:14]=3[C:15]([N:18]3[CH:22]=[C:21]([C:23]([NH:25][CH3:26])=[O:24])[N:20]=[CH:19]3)=[N:16][N:17]=2)[CH:5]=[CH:6][C:7]=1[O:8][CH3:9] |f:3.4|. Procedure details: To a suspension of the product from Example 170 (1.7 g, 3.5 mmol) in ethanol (35 mL) was added hydrochloric solution (37 wt % in water, 1.4 mL, 16.9 mmol) at 20° C. while stirring. The yellow slurry was heated to reflux for 1 h. A thick off-white slurry was gradually formed. The slurry was cooled to r.t., stirred for 20 h and filtered. The filter cake was washed with 40 mL of ethanol and dried at 45° C. vacuum oven for 24 h. The product was obtained as a pale yellow solid (1.8 g, 95% yield) with... Reactants: OC1(C=CC(C=C1)=O)C(F)(F)F (4-hydroxy-4-trifluoromethyl-2,5-cyclohexadien-1-one), Cl.NCC(=O)OCC (ethyl glycinate hydrochloride), C([O-])(O)=O.[Na+] (sodium bicarbonate), C(C)O (ethanol). Run in O (water). Product: FC(C1=CC=C(N)C=C1)(F)F (4-trifluoromethylaniline). The yield is 19.2%. RXN SMILES: O[C:2]1([C:9]([F:12])([F:11])[F:10])[CH:7]=[CH:6][C:5](=O)[CH:4]=[CH:3]1.Cl.[NH2:14]CC(OCC)=O.C(=O)(O)[O-].[Na+].C(O)C>O>[F:10][C:9]([F:12])([F:11])[C:2]1[CH:7]=[CH:6][C:5]([NH2:14])=[CH:4][CH:3]=1 |f:1.2,3.4|. Procedure: A mixture of 200 mg (11 mmol) of 4-hydroxy-4-trifluoromethyl-2,5-cyclohexadien-1-one, 461 mg (3.3 mmol) of ethyl glycinate hydrochloride, 336 mg (4.0 mmol) of sodium bicarbonate, and 3 mL of 95% ethanol was heated to reflux for 3 hours, allowed to cool to room temperature, and poured into 20 mL of water. The resulting aqueous mixture was extracted with three 10 mL portions of dichloromethane. Combination, drying (MgSO4), and concentration of the organic layers afforded a residue which was subjec...